This data is from the Open Reaction Database (ORD), a public repository of structured organic reaction records. The task is: describe an organic reaction: reactants, conditions, products, and yield Reactants: BrC1=CC(=C(C=C1)S(=O)(=O)NC(C)(C)C)C (4-bromo-N-(tert-butyl)-2-methylbenzenesulfonamide), C1(=CC=CC=C1)P(C1=CC=CC=C1)C1=CC=CC=C1 (Triphenyl phospine), P(=O)([O-])([O-])[O-].[K+].[K+].[K+] (Potassium phosphate), CC=1C(=C(SC1)C(=O)OC)B1OC(C(O1)(C)C)(C)C (methyl 4-methyl-3-(4,4,5,5-tetramethyl-1,3,2-dioxaborolan-2-yl)thiophene-2-carboxylate). The reagents and catalysts are C(C)(=O)[O-].[Pd+2].C(C)(=O)[O-] (palladium (II) acetate). The solvent is C1CCOC1 (THF), O (water). Reaction conditions: temperature 70 celsius, time 15 minute. Yields the product C(C)(C)(C)NS(=O)(=O)C1=C(C=C(C=C1)C1=C(SC=C1C)C(=O)OC)C (Methyl 3-(4-(N-(tert-butyl)sulfamoyl)-3-methylphenyl)-4-methylthiophene-2-carboxylate). Yield: 43.1%. RXN SMILES: Br[C:2]1[CH:7]=[CH:6][C:5]([S:8]([NH:11][C:12]([CH3:15])([CH3:14])[CH3:13])(=[O:10])=[O:9])=[C:4]([CH3:16])[CH:3]=1.P([O-])([O-])([O-])=O.[K+].[K+].[K+].[CH3:25][C:26]1[C:27](B2OC(C)(C)C(C)(C)O2)=[C:28]([C:31]([O:33][CH3:34])=[O:32])[S:29][CH:30]=1.C1(P(C2C=CC=CC=2)C2C=CC=CC=2)C=CC=CC=1>C1COCC1.O.C([O-])(=O)C.[Pd+2].C([O-])(=O)C>[C:12]([NH:11][S:8]([C:5]1[CH:6]=[CH:7][C:2]([C:27]2[C:26]([CH3:25])=[CH:30][S:29][C:28]=2[C:31]([O:33][CH3:34])=[O:32])=[CH:3][C:4]=1[CH3:16])(=[O:10])=[O:9])([CH3:15])([CH3:14])[CH3:13] |f:1.2.3.4,9.10.11|. Procedure: 4-bromo-N-(tert-butyl)-2-methylbenzenesulfonamide (Prepared according to the procedure reported in the literature, Tetrahedron, 2006, 62, 7902-7910, 1.43 g, 4.68 mmol) and Potassium phosphate (2.25 g, 10.63 mmol) were added to a stirred suspension of methyl 4-methyl-3-(4,4,5,5-tetramethyl-1,3,2-dioxaborolan-2-yl)thiophene-2-carboxylate (Prepared according to the procedure reported in the literature, J. Org. Chem., 2010, 75, 3855-3858, 1.2 g, 4.25 mmol) in a mixture of 20 ml of THF and 4 ml of wa... Starting materials: NN1C(C2=CC=CC=C2C(=N1)C1=CC(=C(C=C1)C)C)=O (2-amino-4-(3,4-dimethylphenyl)phthalazin-1(2H)-one), ClC1=CC=C(C=C1)CC(=O)O (2-(4-chlorophenyl)acetic acid). Yields the product ClC1=CC=C(C=C1)CC(=O)NN1C(C2=CC=CC=C2C(=N1)C1=CC(=C(C=C1)C)C)=O (2-(4-chlorophenyl)-N-[4-(3,4-dimethylphenyl)-1-oxophthalazin-2(1H)-yl]acetamide). Reaction SMILES: [NH2:1][N:2]1[N:11]=[C:10]([C:12]2[CH:17]=[CH:16][C:15]([CH3:18])=[C:14]([CH3:19])[CH:13]=2)[C:9]2[C:4](=[CH:5][CH:6]=[CH:7][CH:8]=2)[C:3]1=[O:20].[Cl:21][C:22]1[CH:27]=[CH:26][C:25]([CH2:28][C:29](O)=[O:30])=[CH:24][CH:23]=1>>[Cl:21][C:22]1[CH:27]=[CH:26][C:25]([CH2:28][C:29]([NH:1][N:2]2[N:11]=[C:10]([C:12]3[CH:17]=[CH:16][C:15]([CH3:18])=[C:14]([CH3:19])[CH:13]=3)[C:9]3[C:4](=[CH:5][CH:6]=[CH:7][CH:8]=3)[C:3]2=[O:20])=[O:30])=[CH:24][CH:23]=1. Procedure details: The product of Example 163A and 2-(4-chlorophenyl)acetic acid were treated using a method similar to that described in Example 17C to give the title compound. 1H NMR (400 MHz, DMSO-d6) δ ppm 11.69 (s, 1H), 8.38-8.40 (m, 1H), 7.88-8.02 (m, 2H), 7.74 (d, J=6.5 Hz, 1H), 7.38-7.44 (m, 4H), 7.33-7.36 (m, 1H), 7.27-7.33 (m, 2H), 3.70 (s, 2H), 2.32 (s, 3H), 2.31 (s, 3H); MS (APCI+) M/Z 418 (M+H)+. Reactants: C1CCNCC1, CC(C)CCS(=O)(=O)CCCCCCl. Product: CC(C)CCS(=O)(=O)CCCCCN1CCCCC1. As a reaction SMILES: [CH2:15]1[CH2:16][CH2:17][NH:18][CH2:19][CH2:20]1.[CH2:1]([CH2:2][CH:3]([CH3:4])[CH3:5])[S:6](=[O:7])(=[O:8])[CH2:9][CH2:10][CH2:11][CH2:12][CH2:13][Cl:14]>>[CH2:1]([CH2:2][CH:3]([CH3:4])[CH3:5])[S:6](=[O:7])(=[O:8])[CH2:9][CH2:10][CH2:11][CH2:12][CH2:13][N:18]1[CH2:17][CH2:16][CH2:15][CH2:20][CH2:19]1.